From a dataset of the Open Reaction Database (ORD), a public repository of structured organic reaction records. describe an organic reaction: reactants, conditions, products, and yield The reactants are C1CC(=O)N(C1=O)Cl (NCS), C(C)(=O)O (acetic acid), C(N)(OCC)=O.COC=1C=CC=2C(C3C(C2C1)CNC3)=O (ethyl carbamate 5-methoxy-2,3,3a,8a-tetrahydro-1H-2-aza-cyclopenta[a]inden-8-one). Solvent: ClCCCl (DCE). Run at temperature 60 celsius, time 8 hour. Yields the product ClC1=C(C=CC=2C(C3C(C12)CNC3)=O)OC (4-Chloro-5-methoxy-2,3,3a,8a-tetrahydro-1H-2-aza-cyclopenta[a]inden-8-one). Reaction SMILES: C1C(=O)N([Cl:8])C(=O)C1.C(O)(=O)C.C(=O)(OCC)N.[CH3:19][O:20][C:21]1[CH:22]=[CH:23][C:24]2[C:25](=[O:33])[CH:26]3[CH2:32][NH:31][CH2:30][CH:27]3[C:28]=2[CH:29]=1>ClCCCl>[Cl:8][C:29]1[C:28]2[CH:27]3[CH2:30][NH:31][CH2:32][CH:26]3[C:25](=[O:33])[C:24]=2[CH:23]=[CH:22][C:21]=1[O:20][CH3:19] |f:2.3|. Reported procedure: NCS (0.25 g, 1.9 mmol) and acetic acid (10 mL) were added to a solution of ethyl carbamate-5-methoxy-2,3,3a,8a-tetrahydro-1H-2-aza-cyclopenta[a]inden-8-one (0.52 g, 1.9 mmol) in DCE (10 mL), and stirred overnight at 60° C. The reaction was quenched with aqueous HCl (1 M) and washed with brine. The organic extracts were dried over MgSO4, and concentrated. The crude product was purified by column chromatography (SiO2) using a 0-60% EtOAc-hexanes gradient to afford the subtitle compound as a mixtur... Yields the product C=CC1=CC=CC=C1.C1(=CC=CC=C1)N1C(C=CC1=O)=O (Styrene N-Phenylmaleimide). Procedure details: In a 0.5-liter reactor equipped with a stirrer were placed 100 ml of styrene and 6.0 mmol as aluminum atom of methylaluminoxane obtained in the above Example 1 (1), and the resultant was stirred at the polymerization temperature of 30° C. for 30 minutes. Subsequently, 0.03 mmol as titanium atom of pentamethylcyclopentadienyltitanium trimethoxide was added. At the same time, 100 g of N-phenylmaleimide was dissolved in 300 ml of toluene, and after sufficiently replaced with nitrogen, this solution... Reaction SMILES: [CH2:1]=[CH:2][C:3]1[CH:8]=[CH:7][CH:6]=[CH:5][CH:4]=1.[C:9]1([N:15]2[C:19](=[O:20])[CH:18]=[CH:17][C:16]2=[O:21])[CH:14]=[CH:13][CH:12]=[CH:11][CH:10]=1.CO.CO.Cl>C1(C)C=CC=CC=1.C[O-].C[O-].C[O-].C[Ti](C)(C)(C)(C)C1C=CC=C1>[CH2:1]=[CH:2][C:3]1[CH:8]=[CH:7][CH:6]=[CH:5][CH:4]=1.[C:9]1([N:15]2[C:19](=[O:20])[CH:18]=[CH:17][C:16]2=[O:21])[CH:10]=[CH:11][CH:12]=[CH:13][CH:14]=1 |f:3.4,6.7.8.9,10.11|. The reactants are C=CC1=CC=CC=C1 (styrene), C1(=CC=CC=C1)N1C(C=CC1=O)=O (N-phenylmaleimide), CO (methanol), methylaluminoxane, Example 1 ( 1 ), CO.Cl (methanol hydrochloric acid). Run in C1(=CC=CC=C1)C (toluene). Reaction conditions: temperature 30 celsius, time 30 minute. The reagents and catalysts are C[O-].C[O-].C[O-].C[Ti](C1C=CC=C1)(C)(C)(C)C (pentamethylcyclopentadienyltitanium trimethoxide). The reactants are Brc1ccc(Br)cc1, Cc1ccccc1, [Cl-], Oc1cccc(C(F)(F)F)c1, [K+], [OH-], O. Product: FC(F)(F)c1cccc(Oc2ccc(Br)cc2)c1. RXN SMILES: [Br:14][c:15]1[cH:16][cH:17][c:18]([Br:19])[cH:20][cH:21]1.[CH3:24][c:25]1[cH:26][cH:27][cH:28][cH:29][cH:30]1.[Cl-:22].[F:3][C:4]([c:5]1[cH:6][c:7]([OH:11])[cH:8][cH:9][cH:10]1)([F:12])[F:13].[K+:2].[OH-:1].[OH2:23]>>[F:3][C:4]([c:5]1[cH:6][c:7]([O:11][c:18]2[cH:17][cH:16][c:15]([Br:14])[cH:21][cH:20]2)[cH:8][cH:9][cH:10]1)([F:12])[F:13]. Starting materials: Cc1nc(-n2cnn(Cc3ccc(C(F)(F)F)cc3)c2=O)sc1C(=O)O, CCN=C=NCCCN(C)C, CN(C)C=O, CCOC(C)=O, CCN(C(C)C)C(C)C, Cl, NCc1cccnc1, On1nnc2ccccc21. The product is Cc1nc(-n2cnn(Cc3ccc(C(F)(F)F)cc3)c2=O)sc1C(=O)NCc1cccnc1. As a reaction SMILES: [CH3:1][c:2]1[n:3][c:4](-[n:10]2[cH:11][n:12][n:13]([CH2:16][c:17]3[cH:18][cH:19][c:20]([C:23]([F:24])([F:25])[F:26])[cH:21][cH:22]3)[c:14]2=[O:15])[s:5][c:6]1[C:7](=[O:8])[OH:9].[CH3:28][N:29]([CH3:30])[CH2:31][CH2:32][CH2:33][N:34]=[C:35]=[N:36][CH2:37][CH3:38].[CH3:66][N:67]([CH3:68])[CH:69]=[O:70].[CH3:71][CH2:72][O:73][C:74](=[O:75])[CH3:76].[CH:39]([N:40]([CH2:41][CH3:42])[CH:43]([CH3:44])[CH3:45])([CH3:46])[CH3:47].[ClH:27].[NH2:58][CH2:59][c:60]1[cH:61][n:62][cH:63][cH:64][cH:65]1.[OH:48][n:49]1[c:50]2[cH:51][cH:52][cH:53][cH:54][c:55]2[n:56][n:57]1>>[CH3:1][c:2]1[n:3][c:4](-[n:10]2[cH:11][n:12][n:13]([CH2:16][c:17]3[cH:18][cH:19][c:20]([C:23]([F:24])([F:25])[F:26])[cH:21][cH:22]3)[c:14]2=[O:15])[s:5][c:6]1[C:7](=[O:9])[NH:58][CH2:59][c:60]1[cH:61][n:62][cH:63][cH:64][cH:65]1. Reactants: C1(CCCC1)CCC(=O)N1CC[C@@H]2C3=C(CC[C@H]12)C(=CC=C3)OC (rac-cis-3-(3-cyclopentyl-propionyl)-2,3,3a,4,5,9b-hexahydro-6-methoxy-1H-benzo[e]indole), C1CCOC1.O (THF water), [OH-].[Na+] (NaOH), [H-].[Al+3].[Li+].[H-].[H-].[H-] (lithium aluminum hydride). The solvent is C1CCOC1 (THF), O (water), C1CCOC1 (THF). Product: C1(CCCC1)CCCN1CC[C@@H]2C3=C(CC[C@H]12)C(=CC=C3)OC (rac-cis-3-(3-cyclopentyl-propyl)-2,3,3a,4,5,9b-hexahydro-6-methoxy-1H-benzo[e]indole). The yield is 97.8%. RXN SMILES: [H-].[Al+3].[Li+].[H-].[H-].[H-].[CH:7]1([CH2:12][CH2:13][C:14]([N:16]2[C@@H:24]3[C@@H:19]([C:20]4[CH:28]=[CH:27][CH:26]=[C:25]([O:29][CH3:30])[C:21]=4[CH2:22][CH2:23]3)[CH2:18][CH2:17]2)=O)[CH2:11][CH2:10][CH2:9][CH2:8]1.C1COCC1.O.[OH-].[Na+]>C1COCC1.O>[CH:7]1([CH2:12][CH2:13][CH2:14][N:16]2[C@@H:24]3[C@@H:19]([C:20]4[CH:28]=[CH:27][CH:26]=[C:25]([O:29][CH3:30])[C:21]=4[CH2:22][CH2:23]3)[CH2:18][CH2:17]2)[CH2:11][CH2:10][CH2:9][CH2:8]1 |f:0.1.2.3.4.5,7.8,9.10|. Procedure details: 0.71 g (0.0187 mol) of lithium aluminum hydride was suspended in 20 ml of THF under argon. A solution of 4.7 g (0.01435 mol) of rac-cis-3-(3-cyclopentyl-propionyl)-2,3,3a,4,5,9b-hexahydro-6-methoxy-1H-benzo[e]indole in 50 ml of THF was added dropwise thereto and the mixture was boiled under reflux for 1/2 hour. 10 ml of THF/water 4:1, 4 ml of a 15% aqueous NaOH solution and 2 ml of water were cautiously added dropwise thereto in succession, whereupon the mixture was boiled under reflux for 10 mi...